The task is: describe an organic reaction: reactants, conditions, products, and yield. This data is from the Open Reaction Database (ORD), a public repository of structured organic reaction records. Starting materials: C(C)[Mg]Br (ethylmagnesium bromide), CC1C(CCC(=C1)C)C=O (2,4-Dimethyl-cyclohex-3-enecarbaldehyde). Run in O1CCCC1 (tetrahydrofuran). Run at temperature 0 celsius. The product is CC1C(CCC(=C1)C)C(CC)O (1-(2,4 -dimethyl-cyclohex-3-enyl)-propan-1-ol). RXN SMILES: [CH2:1]([Mg]Br)[CH3:2].[CH3:5][CH:6]1[CH:11]=[C:10]([CH3:12])[CH2:9][CH2:8][CH:7]1[CH:13]=[O:14]>O1CCCC1>[CH3:5][CH:6]1[CH:11]=[C:10]([CH3:12])[CH2:9][CH2:8][CH:7]1[CH:13]([OH:14])[CH2:1][CH3:2]. Procedure details: A reaction flask was charged with ethylmagnesium bromide solution (CH3CH2MgBr) (3 M, 2.4 L) in tetrahydrofuran (THF) and cooled to 0° C. 2,4-Dimethyl-cyclohex-3-enecarbaldehyde (905 g) was added slowly while the temperature was kept at 0° C. The reaction mixture was stirred for an additional hour and then quenched with hydrochloric acid (HCl). The reaction mixture was washed with sodium carbonate (Na2CO3) and brine. Further distillation provided 1-(2,4 -dimethyl-cyclohex-3-enyl)-propan-1-ol (1.0... Reactants: C#CCBr, O=C([O-])[O-], CC(C)=O, CN1CCNCC1, CCOCC, [Cs+], [Cs+]. Yields the product C#CCN1CCN(C)CC1. Reaction SMILES: [Br:14][CH2:15][C:16]#[CH:17].[C:8](=[O:9])([O-:10])[O-:11].[CH3:18][C:19](=[O:20])[CH3:21].[CH3:1][N:2]1[CH2:3][CH2:4][NH:5][CH2:6][CH2:7]1.[CH3:22][CH2:23][O:24][CH2:25][CH3:26].[Cs+:12].[Cs+:13]>>[CH3:1][N:2]1[CH2:3][CH2:4][N:5]([CH2:17][C:16]#[CH:15])[CH2:6][CH2:7]1. The reactants are N1=CC=C(C=C1)CO (4-pyridinylmethanol), C(#N)C=P(CCCC)(CCCC)CCCC ((cyano-methylene)tributylphosphorane), C[Si](C1=CC=C2C=C(NC2=C1)C(=O)OCC)(C)C (ethyl 6-trimethylsilyl-1H-indole-2-carboxylate). Solvent: C1(=CC=CC=C1)C (toluene). Conditions: temperature 110 celsius, time 15 hour. Yields the product C[Si](C1=CC=C2C=C(N(C2=C1)CC1=CC=NC=C1)C(=O)OCC)(C)C (ethyl 6-trimethylsilyl-1-[(pyridin-4-yl)methyl]-1H-indole-2-carboxylate). Isolated yield 95.7%. RXN SMILES: [N:1]1[CH:6]=[CH:5][C:4]([CH2:7]O)=[CH:3][CH:2]=1.C(C=P(CCCC)(CCCC)CCCC)#N.[CH3:25][Si:26]([CH3:42])([CH3:41])[C:27]1[CH:35]=[C:34]2[C:30]([CH:31]=[C:32]([C:36]([O:38][CH2:39][CH3:40])=[O:37])[NH:33]2)=[CH:29][CH:28]=1>C1(C)C=CC=CC=1>[CH3:25][Si:26]([CH3:41])([CH3:42])[C:27]1[CH:35]=[C:34]2[C:30]([CH:31]=[C:32]([C:36]([O:38][CH2:39][CH3:40])=[O:37])[N:33]2[CH2:7][C:4]2[CH:3]=[CH:2][N:1]=[CH:6][CH:5]=2)=[CH:29][CH:28]=1. Procedure: 0.42 g (3.82 mmol) of 4-pyridinylmethanol and 0.92 g (3.826 mmol) of (cyano-methylene)tributylphosphorane (CMBP) are added, at ambient temperature, to a solution of 0.5 g (1.91 mmol) of ethyl 6-trimethylsilyl-1H-indole-2-carboxylate, obtained according to the protocol described in stage 1.2, in 8 ml of dry toluene, maintained under an inert atmosphere. The reaction mixture is stirred at 110° C. for 15 hours and then concentrated to dryness. The reaction crude is subsequently purified by flash ch... Reactants: O=C1CCC(=O)N1Br, COC(=O)c1ccc(-n2c(C)cc(OCc3ccc(F)cc3F)cc2=O)c(Cl)c1, ClCCl. The product is COC(=O)c1ccc(-n2c(C)cc(OCc3ccc(F)cc3F)c(Br)c2=O)c(Cl)c1. As a reaction SMILES: [Br:30][N:31]1[C:32](=[O:33])[CH2:34][CH2:35][C:36]1=[O:37].[Cl:1][c:2]1[cH:3][c:4]([C:5](=[O:6])[O:7][CH3:8])[cH:9][cH:10][c:11]1-[n:12]1[c:13](=[O:29])[cH:14][c:15]([O:19][CH2:20][c:21]2[c:22]([F:28])[cH:23][c:24]([F:27])[cH:25][cH:26]2)[cH:16][c:17]1[CH3:18].[Cl:38][CH2:39][Cl:40]>>[Cl:1][c:2]1[cH:3][c:4]([C:5](=[O:6])[O:7][CH3:8])[cH:9][cH:10][c:11]1-[n:12]1[c:13](=[O:29])[c:14]([Br:30])[c:15]([O:19][CH2:20][c:21]2[c:22]([F:28])[cH:23][c:24]([F:27])[cH:25][cH:26]2)[cH:16][c:17]1[CH3:18]. Reactants: C(C1=CC=CC=C1)ON1C([C@H]([C@@H]1C(N)=O)NC(=O)OC(C)(C)C)=O (trans-1-benzyloxy-3-(tert-butoxycarbonylamino)-4-carbamoyl-2-azetidinone). Reagents/catalysts: [Pd] (palladium-charcoal). Run in CO (methanol). Reaction conditions: time 30 minute. Product: C(C)(C)(C)OC(=O)N[C@@H]1C(N([C@H]1C(N)=O)O)=O (trans-3-(tert-butoxycarbonylamino)-4-carbamoyl-1-hydroxy-2-azetidinone). The yield is 100.1%. RXN SMILES: C([O:8][N:9]1[C@@H:12]([C:13](=[O:15])[NH2:14])[C@H:11]([NH:16][C:17]([O:19][C:20]([CH3:23])([CH3:22])[CH3:21])=[O:18])[C:10]1=[O:24])C1C=CC=CC=1>CO.[Pd]>[C:20]([O:19][C:17]([NH:16][C@H:11]1[C@H:12]([C:13](=[O:15])[NH2:14])[N:9]([OH:8])[C:10]1=[O:24])=[O:18])([CH3:23])([CH3:21])[CH3:22]. Reported procedure: In 200 ml of methanol is suspended 3.69 g (11 mmole) of trans-1-benzyloxy-3-(tert-butoxycarbonylamino)-4-carbamoyl-2-azetidinone, and 350 mg of 10% palladium-charcoal is added to the suspension, followed by stirring under a hydrogen atmosphere at room temperature for 30 minutes. The catalyst is filtered off, and the filtrate is concentrated to dryness under reduced pressure to give 2.7 g of trans-3-(tert-butoxycarbonylamino)-4-carbamoyl-1-hydroxy-2-azetidinone as a yellowish foamy product.